describe an organic reaction: reactants, conditions, products, and yield From a dataset of the Open Reaction Database (ORD), a public repository of structured organic reaction records. The reactants are C1(=CC=CC=C1)P(=O)(C1=CC=CC=C1)Cl (diphenylphosphinic chloride), C(C=C(C)C)OC1=C(C(=O)O)C=C(C=C1)OCC=C(C)C (2,5-diprenyloxybenzoic acid), NCCC1=CC=NC=C1 (4-(2-aminoethyl)pyridine). Solvent: C(C)N(CC)CC (triethylamine), C(Cl)(Cl)Cl (chloroform). Reaction conditions: time 30 minute. Yields the product C(C=C(C)C)OC1=C(C(=O)NCCC2=CC=NC=C2)C=C(C=C1)OCC=C(C)C (4-[2-(2,5-diprenyloxybenzoylamino)ethyl]pyridine). Isolated yield 78.0%. Reaction SMILES: [CH2:1]([O:6][C:7]1[CH:15]=[CH:14][C:13]([O:16][CH2:17][CH:18]=[C:19]([CH3:21])[CH3:20])=[CH:12][C:8]=1[C:9]([OH:11])=O)[CH:2]=[C:3]([CH3:5])[CH3:4].C1(P(Cl)(C2C=CC=CC=2)=O)C=CC=CC=1.[NH2:37][CH2:38][CH2:39][C:40]1[CH:45]=[CH:44][N:43]=[CH:42][CH:41]=1>C(Cl)(Cl)Cl.C(N(CC)CC)C>[CH2:1]([O:6][C:7]1[CH:15]=[CH:14][C:13]([O:16][CH2:17][CH:18]=[C:19]([CH3:21])[CH3:20])=[CH:12][C:8]=1[C:9]([NH:37][CH2:38][CH2:39][C:40]1[CH:45]=[CH:44][N:43]=[CH:42][CH:41]=1)=[O:11])[CH:2]=[C:3]([CH3:4])[CH3:5]. Reported procedure: 2,5-diprenyloxybenzoic acid(1.99 g) was dissolved in chloroform(38 ml) and triethylamine(1.91 ml), and then diphenylphosphinic chloride(1.31 ml) was added thereto while being cooled with ice. After being stirred for 30 minutes, the mixture, with 4-(2-aminoethyl)pyridine(0.85 g) added thereto, was stirred for 1 hour at room temperature. The reaction mixture was washed with saturated sodium hydrogencarbonate aqueous solution and saturated brine successively, dried over sodium sulfate anhydride, an... Starting materials: [Li]CCCC, CCCCI, COCOCCc1c(OC)c(OCOC)c(CCCCCc2c(OC)c(OCOC)cc(OC)c2OCOC)c(OC)c1OCOC, CN(C)CCN(C)C, Cc1ccccc1, CN(C)P(=O)(N(C)C)N(C)C, CCOCC. Product: CCCCc1c(OC)c(OCOC)c(CCCCCc2c(OC)c(OCOC)c(CCOCOC)c(OC)c2OCOC)c(OC)c1OCOC. Reaction SMILES: [CH2:56]([CH2:57][CH2:58][CH3:59])[Li:60].[CH2:61]([I:62])[CH2:63][CH2:64][CH3:65].[CH3:1][O:2][c:3]1[c:4]([CH2:19][CH2:20][CH2:21][CH2:22][CH2:23][c:24]2[c:25]([O:46][CH3:47])[c:26]([O:42][CH2:43][O:44][CH3:45])[c:27]([CH2:36][CH2:37][O:38][CH2:39][O:40][CH3:41])[c:28]([O:34][CH3:35])[c:29]2[O:30][CH2:31][O:32][CH3:33])[c:5]([O:15][CH2:16][O:17][CH3:18])[c:6]([O:13][CH3:14])[cH:7][c:8]1[O:9][CH2:10][O:11][CH3:12].[CH3:48][N:49]([CH2:50][CH2:51][N:52]([CH3:53])[CH3:54])[CH3:55].[CH3:66][c:67]1[cH:68][cH:69][cH:70][cH:71][cH:72]1.[CH3:73][N:74]([CH3:75])[P:76](=[O:77])([N:78]([CH3:79])[CH3:80])[N:81]([CH3:82])[CH3:83].[CH3:84][CH2:85][O:86][CH2:87][CH3:88]>>[CH3:1][O:2][c:3]1[c:4]([CH2:19][CH2:20][CH2:21][CH2:22][CH2:23][c:24]2[c:25]([O:46][CH3:47])[c:26]([O:42][CH2:43][O:44][CH3:45])[c:27]([CH2:36][CH2:37][O:38][CH2:39][O:40][CH3:41])[c:28]([O:34][CH3:35])[c:29]2[O:30][CH2:31][O:32][CH3:33])[c:5]([O:15][CH2:16][O:17][CH3:18])[c:6]([O:13][CH3:14])[c:7]([CH2:56][CH2:57][CH2:58][CH3:59])[c:8]1[O:9][CH2:10][O:11][CH3:12]. Reactants: C(C)OC(CSC1=CN=C(S1)NC(=O)N(C1=C(C(=C(C=C1)F)F)F)C[C@@H]1CC[C@H](CC1)C)=O ({2-[3-(trans-4-methyl-cyclohexylmethyl)-3-(2,3,4-trifluoro-phenyl)-ureido]-thiazol-5-ylsulfanyl}-acetic acid ethyl ester), C(C)OC(CSC1=CN=C(S1)N)=O ((2-amino-thiazol-5-ylsulfanyl)acetic acid ethyl ester), C1(CCCC1)CN(C(NC=1SC=C(N1)CC(=O)O)=O)C1=CC=C(C=C1)S(=O)(=O)C ({2-[3-cyclopentylmethyl-3-(4-methanesulfonyl-phenyl)-ureido]thiazol-4-yl}-acetic acid), C[C@@H]1CC[C@H](CC1)CNC1=C(C(=C(C=C1)F)F)F (trans-4-methyl-cyclohexylmethyl-(2,3,4-trifluorophenyl)-amine). Product: C[C@@H]1CC[C@H](CC1)CN(C(NC=1SC(=CN1)SCC(=O)O)=O)C1=C(C(=C(C=C1)F)F)F ({2-[3-(trans-4-Methyl-cyclohexylmethyl)-3-(2,3,4-trifluoro-phenyl)-ureido]-thiazol-5-ylsulfanyl}-acetic acid). As a reaction SMILES: C([O:3][C:4](=[O:33])[CH2:5][S:6][C:7]1[S:11][C:10]([NH:12][C:13]([N:15]([CH2:25][C@H:26]2[CH2:31][CH2:30][C@H:29]([CH3:32])[CH2:28][CH2:27]2)[C:16]2[CH:21]=[CH:20][C:19]([F:22])=[C:18]([F:23])[C:17]=2[F:24])=[O:14])=[N:9][CH:8]=1)C.C1(CN(C2C=CC(S(C)(=O)=O)=CC=2)C(=O)NC2SC=C(CC(O)=O)N=2)CCCC1.C[C@H]1CC[C@H](CNC2C=CC(F)=C(F)C=2F)CC1.C(OC(=O)CSC1SC(N)=NC=1)C>>[CH3:32][C@H:29]1[CH2:30][CH2:31][C@H:26]([CH2:25][N:15]([C:16]2[CH:21]=[CH:20][C:19]([F:22])=[C:18]([F:23])[C:17]=2[F:24])[C:13](=[O:14])[NH:12][C:10]2[S:11][C:7]([S:6][CH2:5][C:4]([OH:33])=[O:3])=[CH:8][N:9]=2)[CH2:27][CH2:28]1. Reported procedure: The title compound was prepared via {2-[3-(trans-4-methyl-cyclohexylmethyl)-3-(2,3,4-trifluoro-phenyl)-ureido]-thiazol-5-ylsulfanyl}-acetic acid ethyl ester in a similar manner as described for the synthesis of {2-[3-cyclopentylmethyl-3-(4-methanesulfonyl-phenyl)-ureido]thiazol-4-yl}-acetic acid, using trans-4-methyl-cyclohexylmethyl-(2,3,4-trifluorophenyl)-amine and (2-amino-thiazol-5-ylsulfanyl)acetic acid ethyl ester. Reactants: N (ammonia), S1C(=CC=C1)CC1=NOC(=N1)C(Cl)(Cl)Cl (3-(2-thienylmethyl)-5-(trichloromethyl)-1,2,4-oxadiazole), ( a ), N (ammonia). The solvent is CCOCC (ether). The product is NC1=NC(=NO1)CC=1SC=CC1 (5-amino-3-(2-thienylmethyl)-1,2,4-oxadiazole). Reaction SMILES: [S:1]1[CH:5]=[CH:4][CH:3]=[C:2]1[CH2:6][C:7]1[N:11]=[C:10](C(Cl)(Cl)Cl)[O:9][N:8]=1.[NH3:16]>CCOCC>[NH2:16][C:10]1[O:9][N:8]=[C:7]([CH2:6][C:2]2[S:1][CH:5]=[CH:4][CH:3]=2)[N:11]=1. Procedure details: 124.8 g. (0.44 moles) of the 3-(2-thienylmethyl)-5-(trichloromethyl)-1,2,4-oxadiazole obtained in part (a) are dissolved in 100 ml. of ether and added dropwise to 200 ml. of liquid ammonia at -45° with stirring. This mixture is stirred for one more hour and then the ammonia and solvent are permitted to evaporate overnight. The solid residue is treated with water and filtered under suction. 75 g. of crude 5-amino-3-(2-thienylmethyl)-1,2,4-oxadiazole are obtained which is recrystallized from isopr... Starting materials: C1C(CC2=CC=CC=C12)N1CCCC1 (1-(2,3-dihydro-1H-inden-2-yl)pyrrolidine), C(=O)(C(F)(F)F)O (TFA), [N+](=O)(O)[O-] (nitric acid). Conditions: temperature 7.5 celsius, time 5 hour. The product is [N+](=O)([O-])C=1C=C2CC(CC2=CC1)N1CCCC1 (1-(5-nitro-2,3-dihydro-1H-inden-2-yl)pyrrolidine). RXN SMILES: [CH2:1]1[C:9]2[C:4](=[CH:5][CH:6]=[CH:7][CH:8]=2)[CH2:3][CH:2]1[N:10]1[CH2:14][CH2:13][CH2:12][CH2:11]1.C(O)(C(F)(F)F)=O.[N+:22]([O-])([OH:24])=[O:23]>>[N+:22]([C:6]1[CH:5]=[C:4]2[C:9](=[CH:8][CH:7]=1)[CH2:1][CH:2]([N:10]1[CH2:11][CH2:12][CH2:13][CH2:14]1)[CH2:3]2)([O-:24])=[O:23]. Procedure details: To a solution of Example 55A (8.38 g, 44.7 mmol) in TFA (320 ml, 4154 mmol) was added concentrated nitric acid (2.86 ml, 44.7 mmol) dropwise at 0° C. The mixture was stirred at 0-15° C. for 5 hours. The mixture was next concentrated then dissolved in 200 mL of ethyl acetate and the organic solution was poured into a separatory funnel and washed with saturated aqueous sodium bicarbonate (2×150 mL) and saturated aqueous brine (1×100 mL), dried over magnesium sulfate, filtered and concentrated. The... The reactants are CC1=C(C(=O)O)C=CC=C1C (2,3-dimethylbenzoic acid), FC1=CC=C(C=C1)C(CN)N1CCOCC1 (2-(4-fluoro-phenyl)-2-morpholin-4-yl-ethylamine). Yields the product FC1=CC=C(C=C1)C(CNC(C1=C(C(=CC=C1)C)C)=O)N1CCOCC1 (N-[2-(4-Fluoro-phenyl)-2-morpholin-4-yl-ethyl]-2,3-dimethyl-benzamide). As a reaction SMILES: [CH3:1][C:2]1[C:10]([CH3:11])=[CH:9][CH:8]=[CH:7][C:3]=1[C:4]([OH:6])=O.[F:12][C:13]1[CH:18]=[CH:17][C:16]([CH:19]([N:22]2[CH2:27][CH2:26][O:25][CH2:24][CH2:23]2)[CH2:20][NH2:21])=[CH:15][CH:14]=1>>[F:12][C:13]1[CH:18]=[CH:17][C:16]([CH:19]([N:22]2[CH2:23][CH2:24][O:25][CH2:26][CH2:27]2)[CH2:20][NH:21][C:4](=[O:6])[C:3]2[CH:7]=[CH:8][CH:9]=[C:10]([CH3:11])[C:2]=2[CH3:1])=[CH:15][CH:14]=1. Procedure: From 2,3-dimethylbenzoic acid and 2-(4-fluoro-phenyl)-2-morpholin-4-yl-ethylamine.